Dataset: the Open Reaction Database (ORD), a public repository of structured organic reaction records. Task: describe an organic reaction: reactants, conditions, products, and yield Starting materials: C1(CCCCC1)N=C=NC1CCCCC1 (1,3-dicyclohexylcarbodiimide), (R,S)-alpha-methyl-3-pyridinebutanamine, C([C@H](O)C1=CC=CC=C1)(=O)O ((R)-mandelic acid), ON1N=NC2=C1C=CC=C2 (1-hydroxybenzotriazole), CN(C=O)C (dimethylformamide), CN(C=O)C (dimethylformamide). Conditions: temperature -10 celsius, time 4 hour. Yields the product OC(C(=O)NC(CCCC=1C=NC=CC1)C)C1=CC=CC=C1 (alpha-hydroxy-N-[1-methyl-4-(3-pyridinyl)butyl]benzeneacetamide). RXN SMILES: [CH:1]1(N=C=NC2CCCCC2)[CH2:6]CCC[CH2:2]1.[C:16]([OH:26])(=O)[C@@H:17]([C:19]1[CH:24]=[CH:23][CH:22]=[CH:21][CH:20]=1)[OH:18].O[N:28]1[C:32]2[CH:33]=[CH:34][CH:35]=[CH:36][C:31]=2[N:30]=N1.[CH3:37]N(C)C=O>>[OH:18][CH:17]([C:19]1[CH:20]=[CH:21][CH:22]=[CH:23][CH:24]=1)[C:16]([NH:28][CH:32]([CH3:37])[CH2:33][CH2:34][CH2:35][C:36]1[CH:31]=[N:30][CH:2]=[CH:1][CH:6]=1)=[O:26]. Procedure: A solution of 281.5 g of 1,3-dicyclohexylcarbodiimide in 400 ml of dimethylformamide was added to a stirred solution of 204 g of (R,S)-alpha-methyl-3-pyridinebutanamine, 198.4 g of (R)-mandelic acid and 209.75 g of 1-hydroxybenzotriazole in 1400 mL of dimethylformamide, maintained at -10° C. during the addition by intermittent cooling with a dry ice-acetone bath. After stirring at -5° for 4 hours, then at room temperature overnight the mixture was recooled to 0° C. for 2 hours. The precipitated ... Starting materials: [Br-], [Mg+]c1ccc(OCc2ccccc2)cc1, C1CCOC1, CON(C)C(=O)C1CCCN1C(=O)OC(C)(C)C. Product: CC(C)(C)OC(=O)N1CCCC1C(=O)c1ccc(OCc2ccccc2)cc1. Reaction SMILES: [Br-:19].[CH2:20]([c:21]1[cH:22][cH:23][cH:24][cH:25][cH:26]1)[O:27][c:28]1[cH:29][cH:30][c:31]([Mg+:34])[cH:32][cH:33]1.[CH2:35]1[O:36][CH2:37][CH2:38][CH2:39]1.[CH3:1][O:2][N:3]([C:4](=[O:5])[CH:6]1[N:7]([C:11](=[O:12])[O:13][C:14]([CH3:15])([CH3:16])[CH3:17])[CH2:8][CH2:9][CH2:10]1)[CH3:18]>>[C:4](=[O:5])([CH:6]1[N:7]([C:11](=[O:12])[O:13][C:14]([CH3:15])([CH3:16])[CH3:17])[CH2:8][CH2:9][CH2:10]1)[c:31]1[cH:30][cH:29][c:28]([O:27][CH2:20][c:21]2[cH:22][cH:23][cH:24][cH:25][cH:26]2)[cH:33][cH:32]1. Starting materials: [F-].C(CCC)[N+](CCCC)(CCCC)CCCC (Tetrabutylammonium fluoride), COC1=C(C=CC(=C1)B1OC(C(O1)(C)C)(C)C)NC(O[C@@H](C)CCO[Si](C)(C)C(C)(C)C)=O ((S)-4-(tert-butyldimethylsilyloxy)butan-2-yl 2-methoxy-4-(4,4,5,5-tetramethyl-1,3,2-dioxaborolan-2-yl)phenylcarbamate), O (water). The solvent is O1CCCC1 (tetrahydrofuran). Product: COC1=C(C=CC(=C1)B1OC(C(O1)(C)C)(C)C)NC(O[C@@H](C)CCO)=O ((S)-4-hydroxybutan-2-yl 2-methoxy-4-(4,4,5,5-tetramethyl-1,3,2-dioxaborolan-2-yl)phenylcarbamate). The yield is 146.6%. RXN SMILES: [F-].C([N+](CCCC)(CCCC)CCCC)CCC.[CH3:19][O:20][C:21]1[CH:26]=[C:25]([B:27]2[O:31][C:30]([CH3:33])([CH3:32])[C:29]([CH3:35])([CH3:34])[O:28]2)[CH:24]=[CH:23][C:22]=1[NH:36][C:37](=[O:51])[O:38][C@H:39]([CH2:41][CH2:42][O:43][Si](C(C)(C)C)(C)C)[CH3:40].O>O1CCCC1>[CH3:19][O:20][C:21]1[CH:26]=[C:25]([B:27]2[O:31][C:30]([CH3:32])([CH3:33])[C:29]([CH3:34])([CH3:35])[O:28]2)[CH:24]=[CH:23][C:22]=1[NH:36][C:37](=[O:51])[O:38][C@H:39]([CH2:41][CH2:42][OH:43])[CH3:40] |f:0.1|. Procedure details: To (S)-4-(tert-butyldimethylsilyloxy)butan-2-ol (1.649 mmol, 337 mg) in dichloromethane (4 ml) were added mol sieves (4A), 2-(4-isocyanato-3-methoxyphenyl)-4,4,5,5-tetramethyl-1,3,2-dioxaborolane (1.374 mmol, 378 mg) and 4-dimethylaminopyridine (0.275 mmol, 33.6 mg) were added and the mixture was stirred at 40° C. (oil bath temperature) for 18 hours. The mol sieves were removed by filtration and the filtrate washed with water, dried (sodium sulfate) and concentrated in vacuo to give a crude prod... Procedure details: (2S)-3-{4-[3-(4-Benzoyl-phenoxy)-prop-1-ynyl]-phenyl}-2-methoxy-propionic acid (0.01 mmol, 1 eq) (Example 2) was mixed with Hydroxylamine chlorydrate (4 eq), pyrydine (10 eq) and Ethanol (2 ml) and the mixture reaction was stirred overnight. The ethanol was evaporated under vacuo and HCl 0.5% was added to the residue to pH=3. Extracted with Ethyl Acetate and concentrated to give the title product as a mixture of two oximes. MS(ES) for C26H23NO5 [M+H]+: 430.2, [M−H]−: 428.2. RXN SMILES: [C:1]([C:9]1[CH:31]=[CH:30][C:12]([O:13][CH2:14][C:15]#[C:16][C:17]2[CH:22]=[CH:21][C:20]([CH2:23][C@H:24]([O:28][CH3:29])[C:25]([OH:27])=[O:26])=[CH:19][CH:18]=2)=[CH:11][CH:10]=1)(=O)[C:2]1[CH:7]=[CH:6][CH:5]=[CH:4][CH:3]=1.[NH2:32][OH:33]>C(O)C>[OH:33][N:32]=[C:1]([C:2]1[CH:7]=[CH:6][CH:5]=[CH:4][CH:3]=1)[C:9]1[CH:31]=[CH:30][C:12]([O:13][CH2:14][C:15]#[C:16][C:17]2[CH:22]=[CH:21][C:20]([CH2:23][C@H:24]([O:28][CH3:29])[C:25]([OH:27])=[O:26])=[CH:19][CH:18]=2)=[CH:11][CH:10]=1. Conditions: time 8 hour. The reactants are C(C1=CC=CC=C1)(=O)C1=CC=C(OCC#CC2=CC=C(C=C2)C[C@@H](C(=O)O)OC)C=C1 ((2S)-3-{4-[3-(4-Benzoyl-phenoxy)-prop-1-ynyl]-phenyl}-2-methoxy-propionic acid), NO (Hydroxylamine). Run in C(C)O (Ethanol). The product is ON=C(C1=CC=C(OCC#CC2=CC=C(C=C2)C[C@@H](C(=O)O)OC)C=C1)C1=CC=CC=C1 ((2S)-3-(4-{3-[4-(Hydroxyimino-phenyl-methyl)-phenoxy]-prop-1-ynyl}-phenyl)-2-methoxy-propionic acid). Starting materials: C(C)(C)C=1C=CC2=C(C(=C(O2)S(=O)(=O)Cl)C)C1 (5-isopropyl-3-methylbenzofuran-2-sulfonyl chloride), C(C)(C)C=1C=CC2=C(C(=C(O2)S(=O)(=O)Cl)C)C1 (5-isopropyl-3-methylbenzofuran-2-sulfonyl chloride), NC=1C=C(C=CC1)C1=NN=NN1 (5-(3-amino-phenyl)tetrazole). Yields the product C(C)(C)C=1C=CC2=C(C(=C(O2)S(=O)(=O)NC2=CC(=CC=C2)C2=NN=NN2)C)C1 (5-Isopropyl-3-methyl-N-[3-(1H-tetrazol-5-yl)phenyl]-1-benzofuran-2-sulfonamide). The yield is 21.5%. RXN SMILES: [CH:1]([C:4]1[CH:5]=[CH:6][C:7]2[O:11][C:10]([S:12](Cl)(=[O:14])=[O:13])=[C:9]([CH3:16])[C:8]=2[CH:17]=1)([CH3:3])[CH3:2].[NH2:18][C:19]1[CH:20]=[C:21]([C:25]2[NH:29][N:28]=[N:27][N:26]=2)[CH:22]=[CH:23][CH:24]=1>>[CH:1]([C:4]1[CH:5]=[CH:6][C:7]2[O:11][C:10]([S:12]([NH:18][C:19]3[CH:24]=[CH:23][CH:22]=[C:21]([C:25]4[NH:29][N:28]=[N:27][N:26]=4)[CH:20]=3)(=[O:14])=[O:13])=[C:9]([CH3:16])[C:8]=2[CH:17]=1)([CH3:3])[CH3:2]. Procedure: The product was prepared according to General Procedure 1, described in Example 1, starting from 5-isopropyl-3-methylbenzofuran-2-sulfonyl chloride (Intermediate 16) (24 mg, 0.09 mmol) and 5-(3-amino-phenyl)tetrazole (28 mg, 0.17 mmol) giving 7.7 mg (21%) of the title compound. MS (ESI+) calcd for C19H19N5O3S 397.12086, found 397.12046. Solvent: C=1(C(=CC=CC1)C)C (xylene). Product: C1=CC=C(C=2SC3=C(C21)C=CC=C3)N3C2=CC=CC=C2C=2C=CC=CC32 (9-(dibenzo[b,d]thiophen-4-yl)-9H-carbazole). The yield is 49.9%. As a reaction SMILES: [CH:1]1[C:13]2[NH:12][C:11]3[C:6](=[CH:7][CH:8]=[CH:9][CH:10]=3)[C:5]=2[CH:4]=[CH:3][CH:2]=1.I[C:15]1[C:20]2[S:21][C:22]3[CH:27]=[CH:26][CH:25]=[CH:24][C:23]=3[C:19]=2[CH:18]=[CH:17][CH:16]=1.C1(P(C2CCCCC2)C2C=CC=CC=2C2C(OC)=CC=CC=2OC)CCCCC1.CC(C)([O-])C.[Na+]>C1(C)C(C)=CC=CC=1>[CH:18]1[C:19]2[C:23]3[CH:24]=[CH:25][CH:26]=[CH:27][C:22]=3[S:21][C:20]=2[C:15]([N:12]2[C:11]3[CH:10]=[CH:9][CH:8]=[CH:7][C:6]=3[C:5]3[C:13]2=[CH:1][CH:2]=[CH:3][CH:4]=3)=[CH:16][CH:17]=1 |f:3.4|. Reactants: C1=CC=CC=2C3=CC=CC=C3NC12 (Carbazole), IC1=CC=CC2=C1SC1=C2C=CC=C1 (4-iododibenzothiophene), C1(CCCCC1)P(C1=C(C=CC=C1)C1=C(C=CC=C1OC)OC)C1CCCCC1 (2-dicyclohexylphosphino-2′,6′-dimethoxybiphenyl), CC(C)([O-])C.[Na+] (sodium tert-butoxide). Procedure details: Carbazole (0.62 g, 3.67 mmol) and 4-iododibenzothiophene (1.2 g, 3.87 mmol) were mixed in 70 mL of dry xylene. The solution was bubbled nitrogen while stirring for 15 minutes. Pdz(dba)3 (0.16 g, 0.17 mmol), 2-dicyclohexylphosphino-2′,6′-dimethoxybiphenyl (0.24 g, 0.58 mmol) and sodium tert-butoxide (1.0 g, 10.4 mmol) were added in sequence. The mixture was heated to reflux for 3 days under nitrogen. After cooling, the reaction mixture was filtered through a Celite®/silica pad and the solvent was... Run at time 15 minute.